This data is from the Open Reaction Database (ORD), a public repository of structured organic reaction records. The task is: describe an organic reaction: reactants, conditions, products, and yield Starting materials: NCC1=CN=CS1 (5-(aminomethyl)thiazole), C(C)(C)N(CC)C(C)C (diisopropyl ethyl amine), NC1=CC(=NC(=C1C#N)OCC)C(=O)O (4-amino-5-cyano-6-ethoxy-pyridine-2-carboxylic acid), F[B-](F)(F)F.N1(N=NC2=C1C=CC=C2)OC(=[N+](C)C)N(C)C (O-benzotriazol-1-yl-N,N,N′,N′-tetramethyluronium tetrafluoroborate). The solvent is CN(C(C)=O)C (N,N-dimethylacetamide), CN(C(C)=O)C (N,N-dimethylacetamide), CN(C(C)=O)C (N,N-dimethylacetamide), CN(C(C)=O)C (N,N-dimethylacetamide). Reaction conditions: time 8 hour. Yields the product NC1=CC(=NC(=C1C#N)OCC)C(=O)NCC1=CN=CS1 (4-amino-5-cyano-6-ethoxy-N-(1,3-thiazol-5-ylmethyl)pyridine-2-carboxamide). As a reaction SMILES: [NH2:1][C:2]1[C:7]([C:8]#[N:9])=[C:6]([O:10][CH2:11][CH3:12])[N:5]=[C:4]([C:13]([OH:15])=O)[CH:3]=1.F[B-](F)(F)F.N1(OC(N(C)C)=[N+](C)C)C2C=CC=CC=2N=N1.[NH2:38][CH2:39][C:40]1[S:44][CH:43]=[N:42][CH:41]=1.C(N(C(C)C)CC)(C)C>CN(C)C(=O)C>[NH2:1][C:2]1[C:7]([C:8]#[N:9])=[C:6]([O:10][CH2:11][CH3:12])[N:5]=[C:4]([C:13]([NH:38][CH2:39][C:40]2[S:44][CH:43]=[N:42][CH:41]=2)=[O:15])[CH:3]=1 |f:1.2|. Procedure details: In a 20 mL vial a solution of Example 104A (32.5 mg, 0.16 mmol) dissolved in N,N-dimethylacetamide (0.8 mL) was added, followed by the addition of O-benzotriazol-1-yl-N,N,N′,N′-tetramethyluronium tetrafluoroborate (50.4 mg, 0.16 mmol) dissolved in N,N-dimethylacetamide (0.8 mL). Then, 5-(aminomethyl)thiazole (21.7 mg, 0.19 mmol) dissolved in N,N-dimethylacetamide (0.6 mL) was added followed by the addition of diisopropyl ethyl amine (57.9 uL, 0.31 mmol) dissolved in N,N-dimethylacetamide (0.8 mL... Starting materials: Cc1cc(F)ncc1C(=O)N1CCN(c2ncc(Br)cc2C)CC1, CC1COC(=O)N1, [H-], [Na+], CN(C)C=O, O. Yields the product Cc1cc(N2C(=O)OCC2C)ncc1C(=O)N1CCN(c2ncc(Br)cc2C)CC1. RXN SMILES: [Br:10][c:11]1[cH:12][c:13]([CH3:33])[c:14]([N:17]2[CH2:18][CH2:19][N:20]([C:23](=[O:24])[c:25]3[cH:26][n:27][c:28]([F:32])[cH:29][c:30]3[CH3:31])[CH2:21][CH2:22]2)[n:15][cH:16]1.[CH3:1][CH:2]1[NH:3][C:4](=[O:7])[O:5][CH2:6]1.[H-:8].[Na+:9].[O:35]=[CH:36][N:37]([CH3:38])[CH3:39].[OH2:34]>>[CH3:1][CH:2]1[N:3]([c:28]2[n:27][cH:26][c:25]([C:23]([N:20]3[CH2:19][CH2:18][N:17]([c:14]4[c:13]([CH3:33])[cH:12][c:11]([Br:10])[cH:16][n:15]4)[CH2:22][CH2:21]3)=[O:24])[c:30]([CH3:31])[cH:29]2)[C:4](=[O:7])[O:5][CH2:6]1. Reactants: O=Cc1nc(Br)cn1C(c1ccccc1)(c1ccccc1)c1ccccc1, C1CCOC1, [Li]CCCC, CCc1ccc(F)c(Cl)c1. Yields the product CCc1cc(Cl)c(F)c(C(O)c2nc(Br)cn2C(c2ccccc2)(c2ccccc2)c2ccccc2)c1. As a reaction SMILES: [Br:16][c:17]1[n:18][c:19]([CH:41]=[O:42])[n:20]([C:22]([c:23]2[cH:24][cH:25][cH:26][cH:27][cH:28]2)([c:29]2[cH:30][cH:31][cH:32][cH:33][cH:34]2)[c:35]2[cH:36][cH:37][cH:38][cH:39][cH:40]2)[cH:21]1.[CH2:43]1[O:44][CH2:45][CH2:46][CH2:47]1.[CH3:11][CH2:12][CH2:13][CH2:14][Li:15].[Cl:1][c:2]1[c:3]([F:10])[cH:4][cH:5][c:6]([CH2:8][CH3:9])[cH:7]1>>[Cl:1][c:2]1[c:3]([F:10])[c:4]([CH:41]([c:19]2[n:18][c:17]([Br:16])[cH:21][n:20]2[C:22]([c:23]2[cH:24][cH:25][cH:26][cH:27][cH:28]2)([c:29]2[cH:30][cH:31][cH:32][cH:33][cH:34]2)[c:35]2[cH:36][cH:37][cH:38][cH:39][cH:40]2)[OH:42])[cH:5][c:6]([CH2:8][CH3:9])[cH:7]1. Starting materials: O=c1[nH]cccc1Br, CS(C)=O, CC(C)(C)[O-], COc1cc([N+](=O)[O-])ccc1F, [K+], O. Product: COc1cc([N+](=O)[O-])ccc1-n1cccc(Br)c1=O. RXN SMILES: [Br:1][c:2]1[c:3](=[O:8])[nH:4][cH:5][cH:6][cH:7]1.[CH3:27][S:28](=[O:29])[CH3:30].[CH3:9][C:10]([CH3:11])([O-:12])[CH3:13].[F:15][c:16]1[c:17]([O:25][CH3:26])[cH:18][c:19]([N+:22](=[O:23])[O-:24])[cH:20][cH:21]1.[K+:14].[OH2:31]>>[Br:1][c:2]1[c:3](=[O:8])[n:4](-[c:16]2[c:17]([O:25][CH3:26])[cH:18][c:19]([N+:22](=[O:23])[O-:24])[cH:20][cH:21]2)[cH:5][cH:6][cH:7]1. The reactants are C1(=CC=CC=C1)C1=NNC2=CC=C(C=C12)C (3-phenyl-5-methylindazole), Cl.C(C)N(CC)CCCl (diethylaminoethyl chloride hydrochloride). The product is Cl.C(C)N(C(C)C1=C2C(=NNC2=CC=C1C)C1=CC=CC=C1)CC (1-diethylaminoethyl-3-phenyl-5-methylindazole hydrochloride). The yield is 58.1%. As a reaction SMILES: [C:1]1([C:7]2[C:15]3[C:10](=[CH:11][CH:12]=[C:13]([CH3:16])[CH:14]=3)[NH:9][N:8]=2)[CH:6]=[CH:5][CH:4]=[CH:3][CH:2]=1.Cl.[CH2:18]([N:20]([CH2:23][CH2:24][Cl:25])[CH2:21][CH3:22])[CH3:19]>>[ClH:25].[CH2:18]([N:20]([CH2:23][CH3:24])[CH:21]([C:14]1[C:13]([CH3:16])=[CH:12][CH:11]=[C:10]2[C:15]=1[C:7]([C:1]1[CH:6]=[CH:5][CH:4]=[CH:3][CH:2]=1)=[N:8][NH:9]2)[CH3:22])[CH3:19] |f:1.2,3.4|. Procedure: By the procedure similar to that described in Example 1, 3-phenyl-5-methylindazole (4.17 g) and diethylaminoethyl chloride hydrochloride (5.16 g) were treated to obtain 4.0 g of 1-diethylaminoethyl-3-phenyl-5-methylindazole hydrochloride (m.p. 131°-133° C).